From a dataset of the Open Reaction Database (ORD), a public repository of structured organic reaction records. describe an organic reaction: reactants, conditions, products, and yield Reaction SMILES: [C:1](=O)([O-])[O-].[K+].[K+].[CH3:7][O:8][CH2:9][C:10](=[O:21])[CH:11]([CH:16]([CH3:20])[C:17]([CH3:19])=O)[C:12](OC)=O.C(I)C>[Cl-].C([N+](CC)(CC)CC)C1C=CC=CC=1.C(#N)C.O>[CH2:12]([CH:11]1[C:10](=[O:21])[C:9]([O:8][CH3:7])=[C:17]([CH3:19])[CH:16]1[CH3:20])[CH3:1] |f:0.1.2,5.6|. Yields the product C(C)C1C(C(=C(C1=O)OC)C)C (5-ethyl-2-methoxy-3,4-dimethyl-2-cyclopenten-1-one). Procedure: 22.80 g (165 mmol) of potassium carbonate and 0.69 g (3 mmol) of benzyltriethylammonium chloride are suspended in 150 ml of acetonitrile. While stirring 32.42 g (150 mmol) of methyl 4-methoxy-2-(1-methylacetonyl)-acetoacetate are added thereto and the mixture is heated to 60° C. 28.08 g (180 mmol) of ethyl iodide are added thereto within 100 minutes and the mixture is stirred at 60° C. for a further 90 hours. The suspension is then poured into a solution of 10.35 g (75 mmol) of potassium carbona... Solvent: O (water), C(C)#N (acetonitrile). Isolated yield 14.3%. The reagents and catalysts are [Cl-].C(C1=CC=CC=C1)[N+](CC)(CC)CC (benzyltriethylammonium chloride). Reactants: C([O-])([O-])=O.[K+].[K+] (potassium carbonate), C([O-])([O-])=O.[K+].[K+] (potassium carbonate), COCC(C(C(=O)OC)C(C(=O)C)C)=O (methyl 4-methoxy-2-(1-methylacetonyl)-acetoacetate), C(C)I (ethyl iodide). Reaction conditions: temperature 60 celsius, time 100 minute. Starting materials: OC(C=O)(CC(C)(C1=CC=CC=C1)C)C(F)(F)F (2-hydroxy-4-methyl-4-phenyl-2-(trifluoromethyl)pentanal), NC1=C2C=CC(NC2=CC=C1)=O (5-aminoquinolin-2(1H)-one), product. Yields the product OC(C=NC1=C2C=CC(NC2=CC=C1)=O)(CC(C)(C1=CC=CC=C1)C)C(F)(F)F (5-{[2-Hydroxy-4-methyl-4-phenyl-2-(trifluoromethyl)pentylidene]amino}quinolin-2(1H)-one). Reaction SMILES: [OH:1][C:2]([C:15]([F:18])([F:17])[F:16])([CH2:5][C:6]([CH3:14])([C:8]1[CH:13]=[CH:12][CH:11]=[CH:10][CH:9]=1)[CH3:7])[CH:3]=O.[NH2:19][C:20]1[CH:29]=[CH:28][CH:27]=[C:26]2[C:21]=1[CH:22]=[CH:23][C:24](=[O:30])[NH:25]2>>[OH:1][C:2]([C:15]([F:16])([F:17])[F:18])([CH2:5][C:6]([CH3:7])([C:8]1[CH:9]=[CH:10][CH:11]=[CH:12][CH:13]=1)[CH3:14])[CH:3]=[N:19][C:20]1[CH:29]=[CH:28][CH:27]=[C:26]2[C:21]=1[CH:22]=[CH:23][C:24](=[O:30])[NH:25]2. Reported procedure: Analogously to Example 13, 600 mg of 2-hydroxy-4-methyl-4-phenyl-2-(trifluoromethyl)pentanal and 337 mg of 5-aminoquinolin-2(1H)-one (52313) are converted into 570 mg of product. The product is C(C)OC(C)N1N=C(C2=C1SC(=C2)C(=O)OCC)NC(=O)C=2SC=CC2 (ethyl 1-(1-ethoxyethyl)-3-[(thiophene-2-carbonyl)amino]-1H-thieno[2,3-c]pyrazole-5-carboxylate). Solvent: O1CCOCC1 (dioxane). The yield is 25.6%. The reagents and catalysts are [Cu]I (copper(I) iodide). Reactants: N[C@H]1[C@@H](CCCC1)N (trans-1,2-diaminocyclohexane), S1C(=CC=C1)C(=O)N (2-thiophenecarboxamide), P(=O)([O-])([O-])[O-].[K+].[K+].[K+] (tripotassium phosphate), BrC=1C2=C(N(N1)C(C)OCC)SC(=C2)C(=O)OCC (ethyl 3-bromo-1-(1-ethoxyethyl)-1H-thieno[2,3-c]pyrazole-5-carboxylate). As a reaction SMILES: N[C@@H]1CCCC[C@H]1N.[S:9]1[CH:13]=[CH:12][CH:11]=[C:10]1[C:14]([NH2:16])=[O:15].P([O-])([O-])([O-])=O.[K+].[K+].[K+].Br[C:26]1[C:27]2[CH:38]=[C:37]([C:39]([O:41][CH2:42][CH3:43])=[O:40])[S:36][C:28]=2[N:29]([CH:31]([O:33][CH2:34][CH3:35])[CH3:32])[N:30]=1>O1CCOCC1.[Cu]I>[CH2:34]([O:33][CH:31]([N:29]1[C:28]2[S:36][C:37]([C:39]([O:41][CH2:42][CH3:43])=[O:40])=[CH:38][C:27]=2[C:26]([NH:16][C:14]([C:10]2[S:9][CH:13]=[CH:12][CH:11]=2)=[O:15])=[N:30]1)[CH3:32])[CH3:35] |f:2.3.4.5|. Procedure details: 1.1 g (5.8 mmol) of copper(I) iodide, 0.69 cm3 (5.8 mmol) of trans-1,2-diaminocyclohexane, 4.4 g (34.6 mmol) of 2-thiophenecarboxamide and then 12.2 g (57.6 mmol) of tripotassium phosphate are successively added to a solution of 10.0 g (28.8 mmol) of ethyl 3-bromo-1-(1-ethoxyethyl)-1H-thieno[2,3-c]pyrazole-5-carboxylate in 167 cm3 of dioxane, stirred at a temperature in the region of 25° C., under argon. The reaction mixture is refluxed for 20 hours and is then cooled to a temperature in the reg... Reaction conditions: temperature 25 celsius.